This data is from the Open Reaction Database (ORD), a public repository of structured organic reaction records. The task is: describe an organic reaction: reactants, conditions, products, and yield Yields the product O=C1Nc2ccccc2N(C(=O)CCl)c2cscc21. Starting materials: O=C(Cl)CCl, C1COCCO1, O=C1Nc2ccccc2Nc2cscc21. Reaction SMILES: [Cl:1][CH2:2][C:3](=[O:4])[Cl:5].[O:21]1[CH2:22][CH2:23][O:24][CH2:25][CH2:26]1.[cH:6]1[s:7][cH:8][c:9]2[c:15]1[C:14](=[O:16])[NH:13][c:12]1[c:11]([cH:20][cH:19][cH:18][cH:17]1)[NH:10]2>>[Cl:1][CH2:2][C:3](=[O:4])[N:10]1[c:9]2[cH:8][s:7][cH:6][c:15]2[C:14](=[O:16])[NH:13][c:12]2[c:11]1[cH:20][cH:19][cH:18][cH:17]2. Starting materials: N=1C=C(N2C1CCCC2)CO (5,6,7,8-tetrahydroimidazo[1,2-a]pyridin-3-yl methanol), S(=O)(Cl)Cl (thionyl chloride). Yields the product Cl.ClCC1=CN=C2N1CCCC2 (3-(chloromethyl)-5,6,7,8-tetrahydroimidazo[1,2-a]pyridine hydrochloride). Reaction SMILES: [N:1]1[CH:2]=[C:3]([CH2:10]O)[N:4]2[CH2:9][CH2:8][CH2:7][CH2:6][C:5]=12.S(Cl)([Cl:14])=O>>[ClH:14].[Cl:14][CH2:10][C:3]1[N:4]2[CH2:9][CH2:8][CH2:7][CH2:6][C:5]2=[N:1][CH:2]=1 |f:2.3|. Procedure: To 5,6,7,8-tetrahydroimidazo[1,2-a]pyridin-3-yl methanol (1.0 g), thionyl chloride (5 ml) was added at 0° C. After heating to reflux for 40 minutes, the mixture was concentrated under reduced pressure. To the residue was added ethyl acetate, and the precipitated crystals were collected by filtration. The crystals were washed with ethyl acetate, to give 3-(chloromethyl)-5,6,7,8-tetrahydroimidazo[1,2-a]pyridine hydrochloride (1.03 g) as pale yellow crystals. Reactants: C(Cl)Cl (DCM), di-text-butyl dicarbonate, C([O-])([O-])=O.[K+].[K+] (potassium carbonate), C(#N)C1=C(C2=C(CCN(CC2)C(C(F)(F)F)=O)C=C1)SC(N(C)C)=O (7-cyano-6-dimethylcarbamoylsulfanyl-3-(2,2,2-trifluoroacetyl)-2,3,4,5-tetrahydro-1H-benzo[d]azepine), O (water). Run in CO (methanol). Conditions: time 1.5 hour. Product: C(C)(C)(C)OC(=O)N1CCC2=C(CC1)C(=C(C=C2)C#N)SC(N(C)C)=O (3-tert-Butoxycarbonyl-7-cyano-6-dimethylcarbamoylsulfanyl-2,3,4,5-tetrahydro-1H-benzo[d]azepine). Yield: 98.5%. RXN SMILES: [C:1](=[O:4])([O-])[O-:2].[K+].[K+].[C:7]([C:9]1[CH:25]=[CH:24][C:12]2[CH2:13][CH2:14][N:15](C(=O)C(F)(F)F)[CH2:16][CH2:17][C:11]=2[C:10]=1[S:26][C:27](=[O:31])[N:28]([CH3:30])[CH3:29])#[N:8].O.C(Cl)Cl>CO>[C:9]([O:2][C:1]([N:15]1[CH2:16][CH2:17][C:11]2[C:10]([S:26][C:27](=[O:31])[N:28]([CH3:29])[CH3:30])=[C:9]([C:7]#[N:8])[CH:25]=[CH:24][C:12]=2[CH2:13][CH2:14]1)=[O:4])([CH3:25])([CH3:10])[CH3:7] |f:0.1.2|. Procedure: Add potassium carbonate (4.13 g, 30 mmol) to a stirred solution of 7-cyano-6-dimethylcarbamoylsulfanyl-3-(2,2,2-trifluoroacetyl)-2,3,4,5-tetrahydro-1H-benzo[d]azepine (740 mg, 2.0 mmol) in methanol (40 mL)/water (15 mL) and stir for 1.5 h. Add DCM (10 mL), di-text-butyl dicarbonate (480 mg, 2.2 mmol) and stir at ambient temperature for 3 days. Concentrate in vacuo and dilute with DCM, wash with water and extract with DCM. Combine the organic layers, wash with brine, dry over MgSO4 and concentrat...